Dataset: the Open Reaction Database (ORD), a public repository of structured organic reaction records. Task: describe an organic reaction: reactants, conditions, products, and yield Starting materials: CC1=NN2C(N=C3C(=C2)CN(C3)C(=O)OC(C)(C)C)=C1 (tert-butyl 2-methyl-5H-pyrazolo[1,5-a]pyrrolo[3,4-d]pyrimidine-6(7H)-carboxylate), CN(C)\C=C/1\C(CN(C1)C(C1=CC=CC=C1)(C1=CC=CC=C1)C1=CC=CC=C1)=O ((4E)-4-[(dimethylamino)methylene]-1-tritylpyrrolidin-3-one), CC1=NNC(=C1)N (3-methyl-1H-pyrazol-5-amine). The solvent is C(C)O (ethanol). Product: CC1=NN2C(N=CC3=C2CN(C3)C(C3=CC=CC=C3)(C3=CC=CC=C3)C3=CC=CC=C3)=C1 (2-Methyl-7-trityl-7,8-dihydro-6H-pyrazolo[1,5-a]pyrrolo[3,4-e]pyrimidine). As a reaction SMILES: [CH3:1][N:2](/[CH:4]=[C:5]1/[C:6](=O)[CH2:7][N:8]([C:10]([C:23]2[CH:28]=[CH:27][CH:26]=[CH:25][CH:24]=2)([C:17]2[CH:22]=[CH:21][CH:20]=[CH:19][CH:18]=2)[C:11]2[CH:16]=[CH:15][CH:14]=[CH:13][CH:12]=2)[CH2:9]/1)C.[CH3:30][C:31]1[CH:35]=C(N)[NH:33][N:32]=1.CC1C=C2N=C3CN(C(OC(C)(C)C)=O)CC3=CN2N=1>C(O)C>[CH3:35][C:31]1[CH:30]=[C:1]2[N:2]=[CH:4][C:5]3[CH2:9][N:8]([C:10]([C:17]4[CH:22]=[CH:21][CH:20]=[CH:19][CH:18]=4)([C:11]4[CH:12]=[CH:13][CH:14]=[CH:15][CH:16]=4)[C:23]4[CH:28]=[CH:27][CH:26]=[CH:25][CH:24]=4)[CH2:7][C:6]=3[N:33]2[N:32]=1. Reported procedure: To a solution of 383 mg (1 mmol) of (4E)-4-[(dimethylamino)methylene]-1-tritylpyrrolidin-3-one in anhydrous ethanol (3 mL) was added 116 mg (1.2 mmol) of 3-methyl-1H-pyrazol-5-amine and the reaction mixture refluxed for 48 h. The mixture was cooled to ambient temperature and the solvent evaporated in vacuo to afford a 10:1 mixture of the title compound and tert-butyl 2-methyl-5H-pyrazolo[1,5-a]pyrrolo[3,4-d]pyrimidine-6(7H)-carboxylate. The resulting regioisomers were chromatographed on a Biotag... The reactants are C1(=CC(=CC=C1)N)N (m-Phenylenediamine), ClC1=CC=C(C=C1)N=C=O (p-chlorophenyl isocyanate). Solvent: C(Cl)Cl (methylene chloride), C(Cl)Cl (methylene chloride). Conditions: time 2 hour. Yields the product ClC1=CC=C(C=C1)NC(NC=1C=C(N)C=CC1)=O (3-(3-p-chlorophenylureido)aniline). RXN SMILES: [C:1]1([NH2:8])[CH:6]=[CH:5][CH:4]=[C:3]([NH2:7])[CH:2]=1.[Cl:9][C:10]1[CH:15]=[CH:14][C:13]([N:16]=[C:17]=[O:18])=[CH:12][CH:11]=1>C(Cl)Cl>[Cl:9][C:10]1[CH:15]=[CH:14][C:13]([NH:16][C:17](=[O:18])[NH:7][C:3]2[CH:2]=[C:1]([CH:6]=[CH:5][CH:4]=2)[NH2:8])=[CH:12][CH:11]=1. Reported procedure: m-Phenylenediamine (10.8 g.) is dissolved in methylene chloride (500 ml.) at room temperature and a solution of p-chlorophenyl isocyanate (15.35 g.) in methylene chloride (50 ml.) is added dropwise with vigorous stirring. The mixture is stirred for 2 hours after the addition is complete, and the product is filtered off, washed with methylene chloride and dried. This solid thus obtained is crystallized from methanol (3 1.) to give 3-(3-p-chlorophenylureido)aniline, which slowly decomposes on heat...